Dataset: the Open Reaction Database (ORD), a public repository of structured organic reaction records. Task: describe an organic reaction: reactants, conditions, products, and yield Starting materials: ClC=1C=C(OC2=C(C(=O)NS(=O)(=O)C3=CC(=C(C=C3)N[C@@H]3CNCC3)[N+](=O)[O-])C=CC(=C2)N2CCN(CC2)CC2=C(CC(CC2)(C)C)C2=CC=C(C=C2)Cl)C=CC1 ((S)-2-(3-chlorophenoxy)-4-(4-((2-(4-chlorophenyl)-4,4-dimethylcyclohex-1-enyl)methyl)piperazin-1-yl)-N-(3-nitro-4-(pyrrolidin-3-ylamino)phenylsulfonyl)benzamide), C=O (formaldehyde). Run in O1CCCC1 (tetrahydrofuran), C(C)(=O)O (acetic acid), O (water). Reaction conditions: time 8 hour. Yields the product ClC=1C=C(OC2=C(C(=O)NS(=O)(=O)C3=CC(=C(C=C3)N[C@@H]3CN(CC3)C)[N+](=O)[O-])C=CC(=C2)N2CCN(CC2)CC2=C(CC(CC2)(C)C)C2=CC=C(C=C2)Cl)C=CC1 (2-(3-chlorophenoxy)-4-(4-{[2-(4-chlorophenyl)-4,4-dimethylcyclohex-1-en-1-yl]methyl}piperazin-1-yl)-N-[(4-{[(3S)-1-methylpyrrolidin-3-yl]amino}-3-nitrophenyl)sulfonyl]benzamide). RXN SMILES: [Cl:1][C:2]1[CH:3]=[C:4]([CH:55]=[CH:56][CH:57]=1)[O:5][C:6]1[CH:32]=[C:31]([N:33]2[CH2:38][CH2:37][N:36]([CH2:39][C:40]3[CH2:45][CH2:44][C:43]([CH3:47])([CH3:46])[CH2:42][C:41]=3[C:48]3[CH:53]=[CH:52][C:51]([Cl:54])=[CH:50][CH:49]=3)[CH2:35][CH2:34]2)[CH:30]=[CH:29][C:7]=1[C:8]([NH:10][S:11]([C:14]1[CH:19]=[CH:18][C:17]([NH:20][C@H:21]2[CH2:25][CH2:24][NH:23][CH2:22]2)=[C:16]([N+:26]([O-:28])=[O:27])[CH:15]=1)(=[O:13])=[O:12])=[O:9].[CH2:58]=O>O1CCCC1.C(O)(=O)C.O>[Cl:1][C:2]1[CH:3]=[C:4]([CH:55]=[CH:56][CH:57]=1)[O:5][C:6]1[CH:32]=[C:31]([N:33]2[CH2:34][CH2:35][N:36]([CH2:39][C:40]3[CH2:45][CH2:44][C:43]([CH3:47])([CH3:46])[CH2:42][C:41]=3[C:48]3[CH:49]=[CH:50][C:51]([Cl:54])=[CH:52][CH:53]=3)[CH2:37][CH2:38]2)[CH:30]=[CH:29][C:7]=1[C:8]([NH:10][S:11]([C:14]1[CH:19]=[CH:18][C:17]([NH:20][C@H:21]2[CH2:25][CH2:24][N:23]([CH3:58])[CH2:22]2)=[C:16]([N+:26]([O-:28])=[O:27])[CH:15]=1)(=[O:12])=[O:13])=[O:9]. Procedure details: To a solution of EXAMPLE 194C (470 mg) in tetrahydrofuran (3 mL) and acetic acid (1 mL) was added 37% formaldehyde solution in water (0.42 mL) and MP-CNBH3 resin (947 mg, 2.38 mmol/g)). The reaction mixture was stirred overnight at room temperature. The resin was filtered off and reaction mixture was then concentrated. The residue was purified by flash chromatography, eluting with ethyl acetate, followed by a gradient of 3-10% methanol/dichloromethane. 1H NMR (500 MHz, dimethylsulfoxide-d6) δ 8.... Reactants: CCc1ccc(-c2nc(-c3cc(C)c(OCC4CO4)c(C)c3)no2)s1, CO, N. Yields the product CCc1ccc(-c2nc(-c3cc(C)c(OCC(O)CN)c(C)c3)no2)s1. Reaction SMILES: [CH3:1][c:2]1[cH:3][c:4](-[c:14]2[n:15][o:16][c:17](-[c:19]3[s:20][c:21]([CH2:24][CH3:25])[cH:22][cH:23]3)[n:18]2)[cH:5][c:6]([CH3:13])[c:7]1[O:8][CH2:9][CH:10]1[O:11][CH2:12]1.[CH3:27][OH:28].[NH3:26]>>[CH3:1][c:2]1[cH:3][c:4](-[c:14]2[n:15][o:16][c:17](-[c:19]3[s:20][c:21]([CH2:24][CH3:25])[cH:22][cH:23]3)[n:18]2)[cH:5][c:6]([CH3:13])[c:7]1[O:8][CH2:9][CH:10]([OH:11])[CH2:12][NH2:26]. The reactants are ClCC1=CC=C(C=C1)CCl (1,4-bis(chloromethyl)benzene), Cl[SiH](Cl)Cl (trichlorosilane). Reagents/catalysts: [Cl-].C(CCC)[P+](CCCC)(CCCC)CCCC (tetrabutylphosphonium chloride). The solvent is C1=CC=CC=C1 (benzene). Yields the product ClCC1=CC=C(C=C1)C[Si](Cl)(Cl)Cl (1-chloromethyl-4-(trichlorosilylmethyl)benzene), Cl[Si](Cl)(Cl)CC1=CC=C(C=C1)C[Si](Cl)(Cl)Cl (1,4-bis(trichlorosilylmethyl)benzene). The yield is 25.0%. As a reaction SMILES: [Cl:1][CH2:2][C:3]1[CH:8]=[CH:7][C:6]([CH2:9]Cl)=[CH:5][CH:4]=1.[Cl:11][SiH:12]([Cl:14])[Cl:13]>[Cl-].C([P+](CCCC)(CCCC)CCCC)CCC.C1C=CC=CC=1>[Cl:1][CH2:2][C:3]1[CH:8]=[CH:7][C:6]([CH2:9][Si:12]([Cl:14])([Cl:13])[Cl:11])=[CH:5][CH:4]=1.[Cl:11][Si:12]([CH2:2][C:3]1[CH:8]=[CH:7][C:6]([CH2:9][Si:12]([Cl:14])([Cl:13])[Cl:11])=[CH:5][CH:4]=1)([Cl:14])[Cl:13] |f:2.3|. Procedure details: In the same apparatus and procedure as Example 1 above, 0.059 g (0.20 mmol) of tetrabutylphosphonium chloride, 0.35 g (2.0 mmol) of 1,4-bis(chloromethyl)benzene, 1.35 g (10.0 mmol) of trichlorosilane, and 10 ml of dried benzene were reacted at 150° C. for 2 hrs. The resulting mixture was distilled to give 0.16 g of 1-chloromethyl-4-(trichlorosilylmethyl)benzene (yield; 30%) and 0.19 g of 1,4-bis(trichlorosilylmethyl)benzene (yield; 25%). Reactants: Brc1cn[nH]c1, CN(CCO)C(=O)OC(C)(C)C, C1CCOC1, c1ccc(P(c2ccccc2)c2ccccc2)cc1. Product: CN(CCn1cc(Br)cn1)C(=O)OC(C)(C)C. Reaction SMILES: [Br:20][c:21]1[cH:22][n:23][nH:24][cH:25]1.[C:26]([CH3:27])([CH3:28])([CH3:29])[O:30][C:31]([N:32]([CH3:33])[CH2:34][CH2:35][OH:36])=[O:37].[CH2:38]1[O:39][CH2:40][CH2:41][CH2:42]1.[c:1]1([P:2]([c:3]2[cH:4][cH:5][cH:6][cH:7][cH:8]2)[c:9]2[cH:10][cH:11][cH:12][cH:13][cH:14]2)[cH:15][cH:16][cH:17][cH:18][cH:19]1>>[Br:20][c:21]1[cH:22][n:23]([CH2:35][CH2:34][N:32]([C:31]([O:30][C:26]([CH3:27])([CH3:28])[CH3:29])=[O:37])[CH3:33])[n:24][cH:25]1. Starting materials: C([O-])([O-])=O.[K+].[K+] (potassium carbonate), O1CCC=2C=CN=C3C(=CC=C1C23)B(O)O (2,3-dihydropyrano[4,3,2-de]quinolin-7-ylboronic acid), C(C)(=O)OCC (Ethyl acetate), IC1=C2C(=NC(=C1C(C(=O)OC)OC(C)(C)C)C)SC1=C2CCCC1 (methyl 2-[4-iodo-2-methyl-5,6,7,8-tetrahydro[1]benzothieno[2,3-b]pyridin-3-yl]-2-tert-butoxyacetate). The reagents and catalysts are C=1C=CC(=CC1)[P](C=2C=CC=CC2)(C=3C=CC=CC3)[Pd]([P](C=4C=CC=CC4)(C=5C=CC=CC5)C=6C=CC=CC6)([P](C=7C=CC=CC7)(C=8C=CC=CC8)C=9C=CC=CC9)[P](C=1C=CC=CC1)(C=1C=CC=CC1)C=1C=CC=CC1 (tetrakis(triphenylphosphine)palladium(0)). Run in COCCOC.O (DME water). Conditions: temperature 140 celsius, time 30 minute. Product: CC1=C(C(=C2C(=N1)SC1=C2CCCC1)C1=CC=C2C3=C(C=CN=C13)CCO2)C(C(=O)OC)OC(C)(C)C (Methyl 2-[2-methyl-4-(2,3-dihydropyrano[4,3,2-de]quinolin-7-yl)-5,6,7,8-tetrahydro[1]benzothieno[2,3-b]pyridin-3-yl]-2-tert-butoxyacetate). Isolated yield 68.3%. As a reaction SMILES: I[C:2]1[C:7]([CH:8]([O:13][C:14]([CH3:17])([CH3:16])[CH3:15])[C:9]([O:11][CH3:12])=[O:10])=[C:6]([CH3:18])[N:5]=[C:4]2[S:19][C:20]3[CH2:25][CH2:24][CH2:23][CH2:22][C:21]=3[C:3]=12.C(=O)([O-])[O-].[K+].[K+].[O:32]1[C:43]2[C:44]3[C:39]([C:40](B(O)O)=[CH:41][CH:42]=2)=[N:38][CH:37]=[CH:36][C:35]=3[CH2:34][CH2:33]1.C(OCC)(=O)C>COCCOC.O.C1C=CC([P]([Pd]([P](C2C=CC=CC=2)(C2C=CC=CC=2)C2C=CC=CC=2)([P](C2C=CC=CC=2)(C2C=CC=CC=2)C2C=CC=CC=2)[P](C2C=CC=CC=2)(C2C=CC=CC=2)C2C=CC=CC=2)(C2C=CC=CC=2)C2C=CC=CC=2)=CC=1>[CH3:18][C:6]1[N:5]=[C:4]2[S:19][C:20]3[CH2:25][CH2:24][CH2:23][CH2:22][C:21]=3[C:3]2=[C:2]([C:40]2[C:39]3[C:44]4=[C:35]([CH2:34][CH2:33][O:32][C:43]4=[CH:42][CH:41]=2)[CH:36]=[CH:37][N:38]=3)[C:7]=1[CH:8]([O:13][C:14]([CH3:17])([CH3:16])[CH3:15])[C:9]([O:11][CH3:12])=[O:10] |f:1.2.3,6.7,^1:64,66,85,104|. Reported procedure: To a solution of methyl 2-[4-iodo-2-methyl-5,6,7,8-tetrahydro[1]benzothieno[2,3-b]pyridin-3-yl]-2-tert-butoxyacetate (0.065 g; 0.136 mmol) in a mixture of DME-water (3:1) (0.480 mL) were added potassium carbonate (0.057 g; 0.409 mmol), tetrakis(triphenylphosphine)palladium(0) (0.016 g; 0.014 mmol) and 2,3-dihydropyrano[4,3,2-de]quinolin-7-ylboronic acid (0.044 g; 0.205 mmol). The solution was stirred for 30 min at 140° C. under a microwave irradiation. Ethyl acetate was added to the reaction mix... The reactants are NC1C(=O)Nc2cc(F)ccc2OC1C1CC1, CC(O)(C(=O)O)C(=O)NCC(F)(F)C(F)(F)F. Product: CC(O)(C(=O)NCC(F)(F)C(F)(F)F)C(=O)NC1C(=O)Nc2cc(F)ccc2OC1C1CC1. Reaction SMILES: [NH2:18][CH:19]1[CH:20]([CH:32]2[CH2:33][CH2:34]2)[O:21][c:22]2[c:23]([cH:27][c:28]([F:31])[cH:29][cH:30]2)[NH:24][C:25]1=[O:26].[OH:1][C:2]([C:3](=[O:4])[OH:5])([C:6](=[O:7])[NH:8][CH2:9][C:10]([C:11]([F:12])([F:13])[F:14])([F:15])[F:16])[CH3:17]>>[OH:1][C:2]([C:3](=[O:5])[NH:18][CH:19]1[CH:20]([CH:32]2[CH2:33][CH2:34]2)[O:21][c:22]2[c:23]([cH:27][c:28]([F:31])[cH:29][cH:30]2)[NH:24][C:25]1=[O:26])([C:6](=[O:7])[NH:8][CH2:9][C:10]([C:11]([F:12])([F:13])[F:14])([F:15])[F:16])[CH3:17]. Reactants: N=C(c1ccccc1)c1ccccc1, O=C([O-])[O-], O=S(=O)(Oc1cccc(C23CCCC(C2)N(Cc2ccccc2)CC3)c1)C(F)(F)F, C1CCOC1, Cl, [Cs+], [Cs+], [Pd]. The product is Nc1cccc(C23CCCC(C2)N(Cc2ccccc2)CC3)c1. RXN SMILES: [C:31]([c:32]1[cH:33][cH:34][cH:35][cH:36][cH:37]1)([c:38]1[cH:39][cH:40][cH:41][cH:42][cH:43]1)=[NH:44].[C:45](=[O:46])([O-:47])[O-:48].[CH2:1]([c:2]1[cH:3][cH:4][cH:5][cH:6][cH:7]1)[N:8]1[CH:9]2[CH2:10][CH2:11][CH2:12][C:13]([c:17]3[cH:18][c:19]([O:23][S:24]([C:25]([F:26])([F:27])[F:28])(=[O:29])=[O:30])[cH:20][cH:21][cH:22]3)([CH2:14][CH2:15]1)[CH2:16]2.[CH2:52]1[O:53][CH2:54][CH2:55][CH2:56]1.[ClH:51].[Cs+:49].[Cs+:50].[Pd:57]>>[CH2:1]([c:2]1[cH:3][cH:4][cH:5][cH:6][cH:7]1)[N:8]1[CH:9]2[CH2:10][CH2:11][CH2:12][C:13]([c:17]3[cH:18][c:19]([NH2:44])[cH:20][cH:21][cH:22]3)([CH2:14][CH2:15]1)[CH2:16]2.